From a dataset of the Open Reaction Database (ORD), a public repository of structured organic reaction records. describe an organic reaction: reactants, conditions, products, and yield Starting materials: O=C1NC(=NC2=CC=CC=C12)C(=O)NCC=1C=C(C=CC1)C1=CC=C(C=C1)S(=O)(=O)N[C@@H](C(C)C)C(=O)OC (methyl N-{[3′-({[(4-oxo-3,4-dihydroquinazolin-2-yl)carbonyl]amino}methyl)biphenyl-4-yl]sulfonyl}valinate), O (water), [OH-].[Na+] (sodium hydroxide), Example 95, CO (methanol). Solvent: C1CCOC1 (THF). Conditions: temperature 80 celsius. The product is O=C1NC(=NC2=CC=CC=C12)C(=O)NCC=1C=C(C=CC1)C1=CC=C(C=C1)S(=O)(=O)N[C@@H](C(C)C)C(=O)O (N-{[3′-({[(4-oxo-3,4-dihydroquinazolin-2-yl)carbonyl]amino}methyl)biphenyl-4-yl]sulfonyl}valine). Isolated yield 83.0%. As a reaction SMILES: [O:1]=[C:2]1[C:11]2[C:6](=[CH:7][CH:8]=[CH:9][CH:10]=2)[N:5]=[C:4]([C:12]([NH:14][CH2:15][C:16]2[CH:17]=[C:18]([C:22]3[CH:27]=[CH:26][C:25]([S:28]([NH:31][C@H:32]([C:36]([O:38]C)=[O:37])[CH:33]([CH3:35])[CH3:34])(=[O:30])=[O:29])=[CH:24][CH:23]=3)[CH:19]=[CH:20][CH:21]=2)=[O:13])[NH:3]1.CO.O.[OH-].[Na+]>C1COCC1>[O:1]=[C:2]1[C:11]2[C:6](=[CH:7][CH:8]=[CH:9][CH:10]=2)[N:5]=[C:4]([C:12]([NH:14][CH2:15][C:16]2[CH:17]=[C:18]([C:22]3[CH:27]=[CH:26][C:25]([S:28]([NH:31][C@H:32]([C:36]([OH:38])=[O:37])[CH:33]([CH3:35])[CH3:34])(=[O:29])=[O:30])=[CH:24][CH:23]=3)[CH:19]=[CH:20][CH:21]=2)=[O:13])[NH:3]1 |f:3.4|. Reported procedure: To a suspension of methyl N-{[3′-({[(4-oxo-3,4-dihydroquinazolin-2-yl)carbonyl]amino}methyl)biphenyl-4-yl]sulfonyl}valinate obtained in Reference Example 95 (0.250 g, 0.456 mmol) in THF (3 mL)-methanol (3 mL)-water (3 mL) was added 4N aqueous sodium hydroxide solution (0.399 mL, 1.60 mmol) at room temperature, and the mixture was stirred under heating at 80° C. for 15 hr. The reaction mixture was allowed to cool to room temperature, and concentrated under reduced pressure, and the residue was di... Reactants: CC(CC1=CC=C(C=C1)C1=NN(C=N1)C1=CC=C(C=C1)OC(F)(F)F)(C)NC(OCC1=CC=CC=C1)=O (benzyl (2-methyl-1-(4-(1-(4-(trifluoromethoxy)phenyl)-1H-1,2,4-triazol-3-yl)phenyl)propan-2-yl)carbamate). Run in CO (methanol). Yields the product CC(CC1=CC=C(C=C1)C1=NN(C=N1)C1=CC=C(C=C1)OC(F)(F)F)(C)N (2-methyl-1-(4-(1-(4-(trifluoromethoxy)phenyl)-1H-1,2,4-triazol-3-yl)phenyl)propan-2-amine), gum. The yield is 92.0%. RXN SMILES: [CH3:1][C:2]([NH:27]C(=O)OCC1C=CC=CC=1)([CH3:26])[CH2:3][C:4]1[CH:9]=[CH:8][C:7]([C:10]2[N:14]=[CH:13][N:12]([C:15]3[CH:20]=[CH:19][C:18]([O:21][C:22]([F:25])([F:24])[F:23])=[CH:17][CH:16]=3)[N:11]=2)=[CH:6][CH:5]=1>CO>[CH3:26][C:2]([NH2:27])([CH3:1])[CH2:3][C:4]1[CH:9]=[CH:8][C:7]([C:10]2[N:14]=[CH:13][N:12]([C:15]3[CH:20]=[CH:19][C:18]([O:21][C:22]([F:23])([F:25])[F:24])=[CH:17][CH:16]=3)[N:11]=2)=[CH:6][CH:5]=1. Procedure: The title compound was prepared as described in Example 66 using benzyl (2-methyl-1-(4-(1-(4-(trifluoromethoxy)phenyl)-1H-1,2,4-triazol-3-yl)phenyl)propan-2-yl)carbamate (CB67) and methanol as solvent; isolated as a yellow gum (0.775 g, 92%): 1H NMR (400 MHz, CDCl3) δ 8.57 (s, 1H), 8.13 (d, J=8.2 Hz, 2H), 7.81 (d, J=9.0 Hz, 2H), 7.39 (dd, J=9.1, 1.0 Hz, 2H), 7.31 (d, J=8.2 Hz, 2H), 2.74 (s, 2H), 2.05 (s, 2H), 1.16 (s, 6H); 19F NMR (376 MHz, CDCl3) δ −58.03; ESIMS m/z 377 ([M+H]+). Product: BrCC=1CS([C@H]2N(C1C(=O)O[Si](C)(C)C)C(C2NC(CC2=CC=CC=C2)=O)=O)=O (trimethylsilyl 3-bromomethyl-7-phenylacetamido-3-cephem-4-carboxylate-1-oxide). Yield: 51.0%. Reported procedure: 255 mg of N-trimethylsilylcaprolactam (1.36 mmoles) were added to a refluxing suspension of 360 mg (1.03 mmoles) of 3-methyl-7-phenylacetamido-3-cephem-4-carboxylic acid-1-oxide in 25 ml of dichloromethane and a clear, colorless solution was obtained within 2 minutes. Refluxing was continued for another 25 minutes and the solution was cooled in an ice-bath and diluted to 40 ml with dichloromethane 150 mg of amidosulfonic acid (1.53 mmoles) were added thereto and bromination was carried out in ha... Run at time 25 minute. The solvent is ClCCl (dichloromethane), ClCCl (dichloromethane). Reactants: BrN1C(CCC1=O)=O (N-bromosuccinimide), NS(=O)(=O)O (amidosulfonic acid), C[Si](N1C(CCCCC1)=O)(C)C (N-trimethylsilylcaprolactam), CC=1CS([C@H]2N(C1C(=O)O)C(C2NC(CC2=CC=CC=C2)=O)=O)=O (3-methyl-7-phenylacetamido-3-cephem-4-carboxylic acid-1-oxide). Reaction SMILES: [CH3:1][Si:2]([CH3:12])([CH3:11])N1CCCCCC1=O.[CH3:13][C:14]1[CH2:15][S:16](=[O:36])[C@@H:17]2[CH:24]([NH:25][C:26](=[O:34])[CH2:27][C:28]3[CH:33]=[CH:32][CH:31]=[CH:30][CH:29]=3)[C:23](=[O:35])[N:18]2[C:19]=1[C:20]([OH:22])=[O:21].NS(O)(=O)=O.[Br:42]N1C(=O)CCC1=O>ClCCl>[Br:42][CH2:13][C:14]1[CH2:15][S:16](=[O:36])[C@@H:17]2[CH:24]([NH:25][C:26](=[O:34])[CH2:27][C:28]3[CH:29]=[CH:30][CH:31]=[CH:32][CH:33]=3)[C:23](=[O:35])[N:18]2[C:19]=1[C:20]([O:22][Si:2]([CH3:12])([CH3:11])[CH3:1])=[O:21]. RXN SMILES: [CH3:1][O:2][c:3]1[c:4]([CH3:21])[c:5]([CH3:20])[c:6]([NH:9][CH2:10][C:11]2([C:15](=[O:16])[O:17][CH2:18][CH3:19])[CH2:12][CH2:13][CH2:14]2)[cH:7][cH:8]1.[CH3:24][CH2:25][OH:26].[K+:23].[OH-:22]>>[CH3:1][O:2][c:3]1[c:4]([CH3:21])[c:5]([CH3:20])[c:6]([NH:9][CH2:10][C:11]2([C:15](=[O:16])[OH:17])[CH2:12][CH2:13][CH2:14]2)[cH:7][cH:8]1. Reactants: CCOC(=O)C1(CNc2ccc(OC)c(C)c2C)CCC1, CCO, [K+], [OH-]. The product is COc1ccc(NCC2(C(=O)O)CCC2)c(C)c1C. Run at time 8 hour. The reactants are ClC=1C(=NC=CN1)C(C1=CC=C(C=C1)OC1=CC=CC=C1)NC(=O)C1CC1 (cyclopropanecarboxylic acid [(3-chloropyrazin-2-yl)-(4-phenoxyphenyl)-methyl]-amide), CC#N (MeCN), CN(C)C=O (DMF), N#N (N2), O=P(Cl)(Cl)Cl (POCl3). Product: ClC=1C=2N(C=CN1)C(=NC2C2=CC=C(C=C2)OC2=CC=CC=C2)C2CC2 (8-Chloro-3-cyclopropyl-1-(4-phenoxyphenyl)-imidazo[1,5-a]pyrazine). RXN SMILES: N#N.[Cl:3][C:4]1[C:5]([CH:10]([NH:24][C:25]([CH:27]2[CH2:29][CH2:28]2)=O)[C:11]2[CH:16]=[CH:15][C:14]([O:17][C:18]3[CH:23]=[CH:22][CH:21]=[CH:20][CH:19]=3)=[CH:13][CH:12]=2)=[N:6][CH:7]=[CH:8][N:9]=1.CC#N.CN(C=O)C.O=P(Cl)(Cl)Cl>O>[Cl:3][C:4]1[C:5]2[N:6]([C:25]([CH:27]3[CH2:29][CH2:28]3)=[N:24][C:10]=2[C:11]2[CH:16]=[CH:15][C:14]([O:17][C:18]3[CH:23]=[CH:22][CH:21]=[CH:20][CH:19]=3)=[CH:13][CH:12]=2)[CH:7]=[CH:8][N:9]=1. Solvent: O (water). Procedure details: In an oven-dried flask filled with N2 was added cyclopropanecarboxylic acid [(3-chloropyrazin-2-yl)-(4-phenoxyphenyl)-methyl]-amide (55 mg, 0.00014 mol), MeCN (4 mL, 0.07 mol) and DMF (0.7 mL, 0.009 mol). POCl3 was added dropwise at 0° C. The reaction mixture was warmed up to rt and stirred at that temperature overnight. The excess of POCl3 was removed under reduced pressure and the residue was quenched with solution of NH3 in i-PrOH (2 N) at 0° C. with vigorous stirring to adjust pH to 9. The c... Starting materials: NC1=C(C(=NN1C1=C(C=C(C=C1Cl)C(F)(F)F)Cl)C#N)I (5-amino-3-cyano-1-(2,6-dichloro-4-trifluoromethylphenyl)-4-iodopyrazole), compound, C(C)(=O)Cl (acetyl chloride). Solvent: N1=CC=CC=C1 (pyridine). Run at time 2 day. Yields the product C(C)(=O)NC1=C(C(=NN1C1=C(C=C(C=C1Cl)C(F)(F)F)Cl)C#N)I (5-Acetamido-3-cyano-1-(2,6-dichloro-4-trifluoromethylphenyl)-4-iodopyrazole). RXN SMILES: [NH2:1][C:2]1[N:6]([C:7]2[C:12]([Cl:13])=[CH:11][C:10]([C:14]([F:17])([F:16])[F:15])=[CH:9][C:8]=2[Cl:18])[N:5]=[C:4]([C:19]#[N:20])[C:3]=1[I:21].[C:22](Cl)(=[O:24])[CH3:23]>N1C=CC=CC=1>[C:22]([NH:1][C:2]1[N:6]([C:7]2[C:8]([Cl:18])=[CH:9][C:10]([C:14]([F:17])([F:15])[F:16])=[CH:11][C:12]=2[Cl:13])[N:5]=[C:4]([C:19]#[N:20])[C:3]=1[I:21])(=[O:24])[CH3:23]. Reported procedure: To a stirred solution of 5-amino-3-cyano-1-(2,6-dichloro-4-trifluoromethylphenyl)-4-iodopyrazole (447 mg, the compound of Example A1) in pyridine (5ml) was added dropwise acetyl chloride (0.5 ml). The reaction mixture was stirred at room temperature for 2 days and then heated at 50° C. for 4 hours. The reaction mixture was partitioned between ether (50 ml) and water (50ml), the organic layer was separated, dried (MgSO4) and evaporated. Procedure details: 4-(4-Butoxy-benzenesulfonyl)-1-(3-methoxy-benzyl)-piperdine-4-carboxylic acid was prepared starting from 4-(4-methoxy-benzenesulfonyl)-1-(3-methoxy-benzyl)-piperidine-4- carboxylic acid ethyl ester (2.61 g, 5.34 mmol) dissolved in THF:methanol (3:1 150 ml) and 10N NaOH (15 ml). The resulting reactionr mixture was worked up as'outlined in example 83. Yield 1 g (41%); brown solid; mp 175° C.; MS: 462.0 (M+H)+ Product: C(CCC)OC1=CC=C(C=C1)S(=O)(=O)C1(CCN(CC1)CC1=CC(=CC=C1)OC)C(=O)O (4-(4-Butoxy-benzenesulfonyl)-1-(3-methoxy-benzyl)-piperdine-4-carboxylic acid). RXN SMILES: C([O:3][C:4]([C:6]1([S:21]([C:24]2[CH:29]=[CH:28][C:27]([O:30][CH3:31])=[CH:26][CH:25]=2)(=[O:23])=[O:22])[CH2:11][CH2:10][N:9]([CH2:12][C:13]2[CH:18]=[CH:17][CH:16]=[C:15]([O:19][CH3:20])[CH:14]=2)[CH2:8][CH2:7]1)=[O:5])C.[CH2:32]1[CH2:36]OC[CH2:33]1.CO>[OH-].[Na+]>[CH2:31]([O:30][C:27]1[CH:26]=[CH:25][C:24]([S:21]([C:6]2([C:4]([OH:3])=[O:5])[CH2:11][CH2:10][N:9]([CH2:12][C:13]3[CH:18]=[CH:17][CH:16]=[C:15]([O:19][CH3:20])[CH:14]=3)[CH2:8][CH2:7]2)(=[O:22])=[O:23])=[CH:29][CH:28]=1)[CH2:33][CH2:32][CH3:36] |f:1.2,3.4|. Starting materials: C(C)OC(=O)C1(CCN(CC1)CC1=CC(=CC=C1)OC)S(=O)(=O)C1=CC=C(C=C1)OC (4-(4-methoxy-benzenesulfonyl)-1-(3-methoxy-benzyl)-piperidine-4- carboxylic acid ethyl ester), C1CCOC1.CO (THF methanol). Solvent: [OH-].[Na+] (NaOH). Starting materials: C, O=C(OCc1ccccc1)N1CCN(c2nc(OCCC(O)CO)c3ccccc3n2)CC1, CO, [Pd]. The product is OCC(O)CCOc1nc(N2CCNCC2)nc2ccccc12. As a reaction SMILES: [C:36].[CH2:1]([O:2][C:3](=[O:4])[N:11]1[CH2:12][CH2:13][N:14]([c:17]2[n:18][c:19]3[cH:20][cH:21][cH:22][cH:23][c:24]3[c:25]([O:27][CH2:28][CH2:29][CH:30]([CH2:31][OH:32])[OH:33])[n:26]2)[CH2:15][CH2:16]1)[c:5]1[cH:6][cH:7][cH:8][cH:9][cH:10]1.[CH3:34][OH:35].[Pd:37]>>[NH:11]1[CH2:12][CH2:13][N:14]([c:17]2[n:18][c:19]3[cH:20][cH:21][cH:22][cH:23][c:24]3[c:25]([O:27][CH2:28][CH2:29][CH:30]([CH2:31][OH:32])[OH:33])[n:26]2)[CH2:15][CH2:16]1. The reactants are I(=O)(=O)(=O)[O-].[Na+] (Sodium periodate), FC=1C=C(C#N)C=CC1C (3-Fluoro-4-methylbenzonitrile), COC(N(C)C)OC (N,N-dimethylformamide dimethyl acetal), O (water). Run in CN(C)C=O (DMF). Yields the product FC=1C=C(C#N)C=CC1C=O (3-Fluoro-4-formylbenzonitrile). As a reaction SMILES: [F:1][C:2]1[CH:3]=[C:4]([CH:7]=[CH:8][C:9]=1[CH3:10])[C:5]#[N:6].C[O:12]C(OC)N(C)C.O.I([O-])(=O)(=O)=O.[Na+]>CN(C=O)C>[F:1][C:2]1[CH:3]=[C:4]([CH:7]=[CH:8][C:9]=1[CH:10]=[O:12])[C:5]#[N:6] |f:3.4|. Procedure details: The reaction was carried out under argon. 3-Fluoro-4-methylbenzonitrile (121 g, 895 mmol) and N,N-dimethylformamide dimethyl acetal (245 g, 2.06 mol) were dissolved in DMF (1.8 liters) and stirred under reflux overnight. The contents of the flask was then poured into water (2 liters), the mixture was extracted twice with ethyl acetate and the combined organic phases were washed with saturated sodium chloride solution. The organic phase was concentrated, and the residue was dissolved again in THF...